Task: describe an organic reaction: reactants, conditions, products, and yield. Dataset: the Open Reaction Database (ORD), a public repository of structured organic reaction records Reactants: C1CCOC1, O=[N+]([O-])c1ccc(OCc2ccccc2)nc1, [Cl-], [Fe], [NH4+], O. Product: Nc1ccc(OCc2ccccc2)nc1. RXN SMILES: [CH2:21]1[O:22][CH2:23][CH2:24][CH2:25]1.[CH2:3]([c:4]1[cH:5][cH:6][cH:7][cH:8][cH:9]1)[O:10][c:11]1[n:12][cH:13][c:14]([N+:17]([O-:18])=[O:19])[cH:15][cH:16]1.[Cl-:1].[Fe:26].[NH4+:2].[OH2:20]>>[CH2:3]([c:4]1[cH:5][cH:6][cH:7][cH:8][cH:9]1)[O:10][c:11]1[n:12][cH:13][c:14]([NH2:17])[cH:15][cH:16]1. Reactants: CCCN(CCC)c1ccc(S(=O)(=O)Cl)cc1, NCCCCC(=O)O, [Na+], C1CCOC1, [OH-], O. Product: CCCN(CCC)c1ccc(S(=O)(=O)NCCCCC(=O)O)cc1. RXN SMILES: [CH2:1]([CH2:2][CH3:3])[N:4]([c:5]1[cH:6][cH:7][c:8]([S:11](=[O:12])(=[O:13])[Cl:14])[cH:9][cH:10]1)[CH2:15][CH2:16][CH3:17].[NH2:18][CH2:19][CH2:20][CH2:21][CH2:22][C:23](=[O:24])[OH:25].[Na+:27].[O:28]1[CH2:29][CH2:30][CH2:31][CH2:32]1.[OH-:26].[OH2:33]>>[CH2:1]([CH2:2][CH3:3])[N:4]([c:5]1[cH:6][cH:7][c:8]([S:11](=[O:12])(=[O:13])[NH:18][CH2:19][CH2:20][CH2:21][CH2:22][C:23](=[O:24])[OH:25])[cH:9][cH:10]1)[CH2:15][CH2:16][CH3:17]. Starting materials: C1CCCCCCC1 (cyclooctane), C1CCCC2CCCCC12 (decalin). The product is C1=CC=CC2=CC=CC=C12 (naphthalene). As a reaction SMILES: C1CCCCCCC1.[CH2:9]1[CH:18]2[CH:13]([CH2:14][CH2:15][CH2:16][CH2:17]2)[CH2:12][CH2:11][CH2:10]1>>[CH:17]1[C:18]2[C:13](=[CH:12][CH:11]=[CH:10][CH:9]=2)[CH:14]=[CH:15][CH:16]=1. Procedure details: Similarly, when Example 1(a) is repeated except that cyclooctane is replaced by a stoichiometrically equivalent amount of decalin, a corresponding yield of naphthalene is obtained. The reactants are N(C1=CC=CC=C1)C1=CC(CC(C1)(C)C)=O (3-anilino-5,5-dimethyl-2-cyclohexen-1-one), solution 0.9, C=O (formaldehyde), Cl.CNC (dimethylamine hydrochloride). Reagents/catalysts: C(C)(=O)O (acetic acid). The solvent is CO (methanol). Run at time 1 hour. Product: Cl.N(C1=CC=CC=C1)C1=C(C(CC(C1)(C)C)=O)CN(C)C (3-anilino-5,5-dimethyl-2-dimethylaminomethyl-2-cyclohexen-1-one hydrochloride). As a reaction SMILES: [NH:1]([C:8]1[CH2:13][C:12]([CH3:15])([CH3:14])[CH2:11][C:10](=[O:16])[CH:9]=1)[C:2]1[CH:7]=[CH:6][CH:5]=[CH:4][CH:3]=1.[CH2:17]=O.[ClH:19].[CH3:20][NH:21][CH3:22]>CO.C(O)(=O)C>[ClH:19].[NH:1]([C:8]1[CH2:13][C:12]([CH3:14])([CH3:15])[CH2:11][C:10](=[O:16])[C:9]=1[CH2:20][N:21]([CH3:17])[CH3:22])[C:2]1[CH:7]=[CH:6][CH:5]=[CH:4][CH:3]=1 |f:2.3,6.7|. Procedure: 2.15 Parts of 3-anilino-5,5-dimethyl-2-cyclohexen-1-one is dissolved in 10 volume parts of methanol under warming and, then, to the resulting solution 0.9 part of a 37 weight % aqueous solution of formaldehyde, 0.81 part of dimethylamine hydrochloride and 1 drop of glacial acetic acid are added. The whole mixture is allowed to stand at room temperature for 1 hour, and after which time, the methanol is distilled off under reduced pressure. To the resulting residue is added, a small amount of isop...